From a dataset of the Open Reaction Database (ORD), a public repository of structured organic reaction records. describe an organic reaction: reactants, conditions, products, and yield Reactants: C(C)(=O)OCC (Ethyl acetate), Cl.BrC=1C=CC2=C(CNCCO2)C1 (7-bromo-2,3,4,5-tetrahydro-1,4-benzoxazepine hydrochloride), ClC1=CC=NC2=CC(=C(C=C12)OC)OC (4-chloro-6,7-dimethoxyquinoline), C([O-])([O-])=O.[K+].[K+] (potassium carbonate). The solvent is CN1CCCC1 (N-methylpyrrolidine). Run at temperature 160 celsius, time 17 hour. The product is COC=1C=C2C(=CC=NC2=CC1OC)N1CCOC2=C(C1)C=C(C=C2)Br (4-[6,7-bis(methyloxy)quinolin-4-yl]-7-bromo-2,3,4,5-tetrahydro-1,4-benzoxazepine). The yield is 17.0%. Reaction SMILES: Cl.[Br:2][C:3]1[CH:4]=[CH:5][C:6]2[O:12][CH2:11][CH2:10][NH:9][CH2:8][C:7]=2[CH:13]=1.Cl[C:15]1[C:24]2[C:19](=[CH:20][C:21]([O:27][CH3:28])=[C:22]([O:25][CH3:26])[CH:23]=2)[N:18]=[CH:17][CH:16]=1.C(=O)([O-])[O-].[K+].[K+].C(OCC)(=O)C>CN1CCCC1>[CH3:26][O:25][C:22]1[CH:23]=[C:24]2[C:19](=[CH:20][C:21]=1[O:27][CH3:28])[N:18]=[CH:17][CH:16]=[C:15]2[N:9]1[CH2:8][C:7]2[CH:13]=[C:3]([Br:2])[CH:4]=[CH:5][C:6]=2[O:12][CH2:11][CH2:10]1 |f:0.1,3.4.5|. Procedure details: A mixture of 7-bromo-2,3,4,5-tetrahydro-1,4-benzoxazepine hydrochloride (300 mg, 1.13 mmol), 4-chloro-6,7-dimethoxyquinoline (253 mg, 1.13 mmol), and potassium carbonate (470 mg, 3.40 mmol) in N-methylpyrrolidine (2 mL) was stirred at 160° C. for 17 h. Ethyl acetate (75 mL) was added and the mixture was washed with water (3×25 mL) and brine (25 mL), dried over sodium sulfate, and concentrated. Column chromatography on silica (dichloromethane:methanol 95:5) afforded 4-[6,7-bis(methyloxy)quinolin-... The reactants are CC(C)(C)OC(=O)N1CCCC1COc1ccccc1, ClCCl, O=C(O)C(F)(F)F, [Na+], [OH-]. Product: c1ccc(OCC2CCCN2)cc1. RXN SMILES: [C:1]([O:2][C:3]([CH3:4])([CH3:5])[CH3:6])(=[O:7])[N:8]1[CH:9]([CH2:13][O:14][c:15]2[cH:16][cH:17][cH:18][cH:19][cH:20]2)[CH2:10][CH2:11][CH2:12]1.[Cl:30][CH2:31][Cl:32].[F:21][C:22]([F:23])([F:24])[C:25]([OH:26])=[O:27].[Na+:29].[OH-:28]>>[NH:8]1[CH:9]([CH2:13][O:14][c:15]2[cH:16][cH:17][cH:18][cH:19][cH:20]2)[CH2:10][CH2:11][CH2:12]1. The solvent is hexanes. The yield is 80.3%. Reactants: FCOC1=C(C=C(C=C1)CO)C(F)(F)F ((4-(Fluoromethoxy)-3-(trifluoromethyl)phenyl)methanol), S(=O)(Cl)Cl (thionyl chloride). Product: ClCC1=CC(=C(C=C1)OCF)C(F)(F)F (4-(Chloromethyl)-1-(fluoromethoxy)-2-(trifluoromethyl)benzene). Reported procedure: (4-(Fluoromethoxy)-3-(trifluoromethyl)phenyl)methanol (1.84 g, 8.21 mmol) was dissolved in thionyl chloride (8.09 mL, 111 mmol) and stirred for 3 h. The reaction was taken up in hexanes and washed with water (twice), saturated NaHCO3, and water. The organics were dried over MgSO4, filtered and concentrated under vacuum to give the title compound as a solid (1.60 g). 1H NMR (400 MHz, DMSO-d6) δ ppm 4.83 (s, 2H), 5.83-6.14 (d, J=53.1 Hz, 2H), 7.46 (d, J=8.46 Hz, 1H), 7.69-7.87 (m, 2H). Reaction SMILES: [F:1][CH2:2][O:3][C:4]1[CH:9]=[CH:8][C:7]([CH2:10]O)=[CH:6][C:5]=1[C:12]([F:15])([F:14])[F:13].S(Cl)([Cl:18])=O>>[Cl:18][CH2:10][C:7]1[CH:8]=[CH:9][C:4]([O:3][CH2:2][F:1])=[C:5]([C:12]([F:15])([F:14])[F:13])[CH:6]=1. Conditions: time 3 hour. Conditions: time 1 hour. Reported procedure: To the (1-Isopropyl-1H-pyrazol-3-yl)-methanol from the above reaction was added CH2Cl2 (1.10 L). Dess-Martin periodinane (144 g, 339 mmol) was then added portionwise. The reaction was stirred at room temperature. After 1 h, more Dess-Martin periodinane (16.0 g, 37.7 mmol) was added. The reaction was allowed to stir for 11 h, at which point starting material was no longer detectable by LCMS. The reaction mixture was filtered through celite. The filtrate was then washed with sat. aq. NaHCO3 (3×300... RXN SMILES: [CH:1]([N:4]1[CH:8]=[CH:7][C:6]([CH2:9][OH:10])=[N:5]1)([CH3:3])[CH3:2].CC(OI1(OC(C)=O)(OC(C)=O)OC(=O)C2C=CC=CC1=2)=O>C(Cl)Cl>[CH:1]([N:4]1[CH:8]=[CH:7][C:6]([CH:9]=[O:10])=[N:5]1)([CH3:3])[CH3:2]. Product: C(C)(C)N1N=C(C=C1)C=O (1-Isopropyl-1H-pyrazole-3-carbaldehyde). Reactants: C(C)(C)N1N=C(C=C1)CO ((1-Isopropyl-1H-pyrazol-3-yl)-methanol), CC(=O)OI1(C=2C=CC=CC2C(=O)O1)(OC(=O)C)OC(=O)C (Dess-Martin periodinane), CC(=O)OI1(C=2C=CC=CC2C(=O)O1)(OC(=O)C)OC(=O)C (Dess-Martin periodinane). The solvent is C(Cl)Cl (CH2Cl2). Isolated yield 61.0%.